From a dataset of the Open Reaction Database (ORD), a public repository of structured organic reaction records. describe an organic reaction: reactants, conditions, products, and yield Reactants: CCN1CCOCC1, Cn1cc(-c2c(-c3cc(-c4ccncc4)n[nH]c3=O)[nH]c3ccc(C(=O)O)cc23)cn1, NC1CCN(C2CC2)CC1, ClCCl. The product is Cn1cc(-c2c(-c3cc(-c4ccncc4)n[nH]c3=O)[nH]c3ccc(C(=O)NC4CCN(C5CC5)CC4)cc23)cn1. As a reaction SMILES: [CH2:32]([N:33]1[CH2:34][CH2:35][O:36][CH2:37][CH2:38]1)[CH3:39].[CH3:1][n:2]1[n:3][cH:4][c:5](-[c:7]2[c:8](-[c:19]3[c:20](=[O:31])[nH:21][n:22][c:23](-[c:25]4[cH:26][cH:27][n:28][cH:29][cH:30]4)[cH:24]3)[nH:9][c:10]3[cH:11][cH:12][c:13]([C:16](=[O:17])[OH:18])[cH:14][c:15]23)[cH:6]1.[CH:40]1([N:43]2[CH2:44][CH2:45][CH:46]([NH2:49])[CH2:47][CH2:48]2)[CH2:41][CH2:42]1.[Cl:50][CH2:51][Cl:52]>>[CH3:1][n:2]1[n:3][cH:4][c:5](-[c:7]2[c:8](-[c:19]3[c:20](=[O:31])[nH:21][n:22][c:23](-[c:25]4[cH:26][cH:27][n:28][cH:29][cH:30]4)[cH:24]3)[nH:9][c:10]3[cH:11][cH:12][c:13]([C:16](=[O:18])[NH:49][CH:46]4[CH2:45][CH2:44][N:43]([CH:40]5[CH2:41][CH2:42]5)[CH2:48][CH2:47]4)[cH:14][c:15]23)[cH:6]1. The reactants are CO, ClCCl, Cc1ccc([N+](=O)[O-])cc1S(N)(=O)=O. Product: Cc1ccc(N)cc1S(N)(=O)=O. RXN SMILES: [CH3:18][OH:19].[Cl:15][CH2:16][Cl:17].[NH2:1][S:2](=[O:3])(=[O:4])[c:5]1[cH:6][c:7]([N+:12]([O-:13])=[O:14])[cH:8][cH:9][c:10]1[CH3:11]>>[NH2:1][S:2](=[O:3])(=[O:4])[c:5]1[cH:6][c:7]([NH2:12])[cH:8][cH:9][c:10]1[CH3:11].